Dataset: the Open Reaction Database (ORD), a public repository of structured organic reaction records. Task: describe an organic reaction: reactants, conditions, products, and yield Solvent: COC(N(C)C)OC (N,N-dimethylformamide dimethylacetal), COC(N(C)C)OC (N,N-dimethylformamide dimethylacetal). Procedure: tert-butyl 4-(3-acetyl-7-methoxynaphthalen-1-yl)piperazine-1-carboxylate (107) (1.5 g) and N,N-dimethylformamide dimethylacetal were charged in a flask and heated at 100° C. for 36 hours. More N,N-dimethylformamide dimethylacetal (10 ml) was added to the reaction, the temperature was raised to 120° C. and the reaction was allowed to proceed overnight. The reaction was cooled and poured onto water. The solid was extracted with ethyl acetate (2×100 ml), the organics combined, washed with water (1×... The reactants are C(C)(=O)C=1C=C(C2=CC(=CC=C2C1)OC)N1CCN(CC1)C(=O)OC(C)(C)C (tert-butyl 4-(3-acetyl-7-methoxynaphthalen-1-yl)piperazine-1-carboxylate). Yield: 185.4%. Reaction conditions: temperature 100 celsius, time 8 hour. As a reaction SMILES: [C:1]([C:4]1[CH:5]=[C:6]([N:16]2[CH2:21][CH2:20][N:19]([C:22]([O:24][C:25]([CH3:28])([CH3:27])[CH3:26])=[O:23])[CH2:18][CH2:17]2)[C:7]2[C:12]([CH:13]=1)=[CH:11][CH:10]=[C:9]([O:14][CH3:15])[CH:8]=2)(=[O:3])[CH3:2]>COC(OC)N(C)C>[CH3:6][N:16]([CH3:21])/[CH:17]=[CH:2]/[C:1]([C:4]1[CH:5]=[C:6]([N:16]2[CH2:21][CH2:20][N:19]([C:22]([O:24][C:25]([CH3:28])([CH3:27])[CH3:26])=[O:23])[CH2:18][CH2:17]2)[C:7]2[C:12]([CH:13]=1)=[CH:11][CH:10]=[C:9]([O:14][CH3:15])[CH:8]=2)=[O:3]. Yields the product CN(/C=C/C(=O)C=1C=C(C2=CC(=CC=C2C1)OC)N1CCN(CC1)C(=O)OC(C)(C)C)C ((E)-tert-butyl 4-(3-(3-(dimethylamino)acryloyl)-7-methoxynaphthalen-1-yl)piperazine-1-carboxylate). The reactants are BrC=1C=C2C(=C(C=NC2=CC1)C(=O)C1CC1)NC1=CC(=CC=C1)CCN1CCCC1 ((6-bromo-4-(3-(2-(pyrrolidin-1-yl)ethyl)phenylamino)quinolin-3-yl)(cyclopropyl)methanone), ClC1=C(C(=CC(=C1)B1OC(C(O1)(C)C)(C)C)F)O (2-chloro-6-fluoro-4-(4,4,5,5-tetramethyl-1,3,2-dioxaborolan-2-yl)phenol). Yields the product Cl.ClC=1C=C(C=C(C1O)F)C=1C=C2C(=C(C=NC2=CC1)C(=O)C1CC1)NC1=CC(=CC=C1)CCN1CCCC1 ((6-(3-chloro-5-fluoro-4-hydroxyphenyl)-4-(3-(2-(pyrrolidin-1-yl)ethyl)phenylamino)quinolin-3-yl)(cyclopropyl)methanone hydrochloride). RXN SMILES: Br[C:2]1[CH:3]=[C:4]2[C:9](=[CH:10][CH:11]=1)[N:8]=[CH:7][C:6]([C:12]([CH:14]1[CH2:16][CH2:15]1)=[O:13])=[C:5]2[NH:17][C:18]1[CH:23]=[CH:22][CH:21]=[C:20]([CH2:24][CH2:25][N:26]2[CH2:30][CH2:29][CH2:28][CH2:27]2)[CH:19]=1.[Cl:31][C:32]1[CH:37]=[C:36](B2OC(C)(C)C(C)(C)O2)[CH:35]=[C:34]([F:47])[C:33]=1[OH:48]>>[ClH:31].[Cl:31][C:32]1[CH:37]=[C:36]([C:2]2[CH:3]=[C:4]3[C:9](=[CH:10][CH:11]=2)[N:8]=[CH:7][C:6]([C:12]([CH:14]2[CH2:16][CH2:15]2)=[O:13])=[C:5]3[NH:17][C:18]2[CH:23]=[CH:22][CH:21]=[C:20]([CH2:24][CH2:25][N:26]3[CH2:27][CH2:28][CH2:29][CH2:30]3)[CH:19]=2)[CH:35]=[C:34]([F:47])[C:33]=1[OH:48] |f:2.3|. Procedure details: Following general procedure F, (6-bromo-4-(3-(2-(pyrrolidin-1-yl)ethyl)phenylamino)quinolin-3-yl)(cyclopropyl)methanone (45 mg, 0.097 mmol) was reacted with 2-chloro-6-fluoro-4-(4,4,5,5-tetramethyl-1,3,2-dioxaborolan-2-yl)phenol (40 mg, 0.15 mmol) to obtain the desired product which was dissolved in methanol and HCl (2 mL, 1.25 M in methanol). The mixture was concentrated to obtain the desired product (46 mg, 79% over two steps) as a yellow solid: 1H NMR (500 MHz, CD3OD) δ 9.44 (s, 1H), 8.23 (dd... Starting materials: C(C1=CC=CC=C1)(C1=CC=CC=C1)(C1=CC=CC=C1)NC=1SC=C(N1)C(C(=O)NC1[C@@H]2N(C(=C(CS2)CCl)C(=O)OC(C2=CC=CC=C2)C2=CC=CC=C2)C1=O)=NOC(F)F (benzhydryl 7-[2-(2-tritylaminothiazol-4-yl)-2-difluoromethoxyiminoacetamido]-3-chloromethyl-3-cephem-4-carboxylate), ClC1=CC(=CC=C1)C(=O)OO (m-chloroperbenzoic acid), S([O-])(O)=O.[Na+] (sodium bisulfite), C([O-])(O)=O.[Na+] (sodium bicarbonate). The solvent is C(C)(=O)OCC (ethyl acetate), O (water). Reaction conditions: time 30 minute. Yields the product C(C1=CC=CC=C1)(C1=CC=CC=C1)(C1=CC=CC=C1)NC=1SC=C(N1)C(C(=O)NC1[C@@H]2N(C(=C(CS2=O)CCl)C(=O)OC(C2=CC=CC=C2)C2=CC=CC=C2)C1=O)=NOC(F)F (benzhydryl 7-[2-(2-tritylaminothiazol-4-yl)-2-difluoromethoxyiminoacetamido]-3-chloromethyl-3-cephem-4-carboxylate-1-oxide). The yield is 84.0%. As a reaction SMILES: [C:1]([NH:20][C:21]1[S:22][CH:23]=[C:24]([C:26](=[N:57][O:58][CH:59]([F:61])[F:60])[C:27]([NH:29][CH:30]2[C:55](=[O:56])[N:32]3[C:33]([C:39]([O:41][CH:42]([C:49]4[CH:54]=[CH:53][CH:52]=[CH:51][CH:50]=4)[C:43]4[CH:48]=[CH:47][CH:46]=[CH:45][CH:44]=4)=[O:40])=[C:34]([CH2:37][Cl:38])[CH2:35][S:36][C@H:31]23)=[O:28])[N:25]=1)([C:14]1[CH:19]=[CH:18][CH:17]=[CH:16][CH:15]=1)([C:8]1[CH:13]=[CH:12][CH:11]=[CH:10][CH:9]=1)[C:2]1[CH:7]=[CH:6][CH:5]=[CH:4][CH:3]=1.ClC1C=CC=C(C(OO)=[O:70])C=1.S(=O)(O)[O-].[Na+].C(=O)(O)[O-].[Na+]>O.C(OCC)(=O)C>[C:1]([NH:20][C:21]1[S:22][CH:23]=[C:24]([C:26](=[N:57][O:58][CH:59]([F:61])[F:60])[C:27]([NH:29][CH:30]2[C:55](=[O:56])[N:32]3[C:33]([C:39]([O:41][CH:42]([C:49]4[CH:54]=[CH:53][CH:52]=[CH:51][CH:50]=4)[C:43]4[CH:44]=[CH:45][CH:46]=[CH:47][CH:48]=4)=[O:40])=[C:34]([CH2:37][Cl:38])[CH2:35][S:36](=[O:70])[C@H:31]23)=[O:28])[N:25]=1)([C:2]1[CH:3]=[CH:4][CH:5]=[CH:6][CH:7]=1)([C:14]1[CH:19]=[CH:18][CH:17]=[CH:16][CH:15]=1)[C:8]1[CH:9]=[CH:10][CH:11]=[CH:12][CH:13]=1 |f:2.3,4.5|. Reported procedure: A mixture of benzhydryl 7-[2-(2-tritylaminothiazol-4-yl)-2-difluoromethoxyiminoacetamido]-3-chloromethyl-3-cephem-4-carboxylate (syn isomer) (35 g), m-chloroperbenzoic acid (8.64 g) and ethyl acetate (300 ml) was stirred for 30 minutes at 0° to 5° C. and then, water (300 ml), sodium bisulfite and sodium bicarbonate were added thereto. The organic layer was separated, washed with an aqueous solution of sodium chloride, dried over magnesium sulfate and evaporated. The residue was triturated with d... The reactants are P(Br)(Br)Br (phosphorus tribromide), ClC=1C(=C(C=CC1)CO)C ((3-chloro-2-methylphenyl)methanol). The solvent is C1(=CC=CC=C1)C (Toluene). Reaction conditions: time 8 hour. The product is BrCC1=C(C(=CC=C1)Cl)C (1-(Bromomethyl)-3-chloro-2-methylbenzene). Yield: 203.8%. Reaction SMILES: P(Br)(Br)[Br:2].[Cl:5][C:6]1[C:7]([CH3:14])=[C:8]([CH2:12]O)[CH:9]=[CH:10][CH:11]=1>C1(C)C=CC=CC=1>[Br:2][CH2:12][C:8]1[CH:9]=[CH:10][CH:11]=[C:6]([Cl:5])[C:7]=1[CH3:14]. Procedure: To a solution of phosphorus tribromide (0.422 mL, 4.47 mmol) in Toluene (30 mL) was added (3-chloro-2-methylphenyl)methanol (2 g, 12.77 mmol). The reaction was stirred at RT overnight. The solvent was removed and the residue was partitioned between EtOAc and brine. The organic layer was concentrated and the residue was purified by biotage (5% EA/hexane) to give the product (2.0 g, 71%). 1H NMR (400 MHz, CDCl3) δppm 7.36 (m, 1H), 7.24 (m, 1H), 7.12 (m, 1H), 4.56 (s, 2H). 2.48 (s, 3H). The reactants are C(C)OC(C(C)(OC1=CC=C(C=C1)OCCC=1N=C(OC1C)C1=CC=CC=C1)C)=O (2-Methyl-2-{4-[2-(5-methyl-2-phenyloxazol-4-yl)ethoxy]phenoxy}propionic acid ethyl ester), [OH-].[Na+] (NaOH). Run in CO (MeOH). Conditions: time 30 minute. The product is CC(C(=O)O)(C)OC1=CC=C(C=C1)OCCC=1N=C(OC1C)C1=CC=CC=C1 (2-Methyl-2-{4-[2-(5-methyl-2-phenyloxazol-4-yl)ethoxy]phenoxy}propionic acid). Isolated yield 75.6%. Reaction SMILES: C([O:3][C:4](=[O:30])[C:5]([CH3:29])([O:7][C:8]1[CH:13]=[CH:12][C:11]([O:14][CH2:15][CH2:16][C:17]2[N:18]=[C:19]([C:23]3[CH:28]=[CH:27][CH:26]=[CH:25][CH:24]=3)[O:20][C:21]=2[CH3:22])=[CH:10][CH:9]=1)[CH3:6])C.[OH-].[Na+]>CO>[CH3:29][C:5]([O:7][C:8]1[CH:9]=[CH:10][C:11]([O:14][CH2:15][CH2:16][C:17]2[N:18]=[C:19]([C:23]3[CH:24]=[CH:25][CH:26]=[CH:27][CH:28]=3)[O:20][C:21]=2[CH3:22])=[CH:12][CH:13]=1)([CH3:6])[C:4]([OH:30])=[O:3] |f:1.2|. Procedure details: 2-Methyl-2-{4-[2-(5-methyl-2-phenyloxazol-4-yl)ethoxy]phenoxy}propionic acid ethyl ester (6.4 g, 15.6 mmol) was dissolved in MeOH (200 mL) and 2N NaOH (150 mL) was added. The resulting cloudy solution became clear after 30 min and the reaction was stirred vigorously overnight. The solution was concentrated under reduced pressure, diluted with H2O (100 mL) and acidified to pH=1 with 5N HCl. The mixture was extracted with EtOAc (2×200 mL), dried (MgSO4), and concentrated under reduced pressure to ... Product: CCN(C(=O)COCC(=O)Nc1ccc(Cl)cc1C(=O)OC)c1cc(-c2ccoc2)ccc1C. As a reaction SMILES: [CH2:1]([CH3:2])[NH:3][c:4]1[c:5]([CH3:15])[cH:6][cH:7][c:8](-[c:10]2[cH:11][o:12][cH:13][cH:14]2)[cH:9]1.[Cl:16][c:17]1[cH:18][c:19]([C:32](=[O:33])[O:34][CH3:35])[c:20]([NH:23][C:24]([CH2:25][O:26][CH2:27][C:28](=[O:29])[OH:30])=[O:31])[cH:21][cH:22]1>>[CH2:1]([CH3:2])[N:3]([c:4]1[c:5]([CH3:15])[cH:6][cH:7][c:8](-[c:10]2[cH:11][o:12][cH:13][cH:14]2)[cH:9]1)[C:28]([CH2:27][O:26][CH2:25][C:24]([NH:23][c:20]1[c:19]([C:32](=[O:33])[O:34][CH3:35])[cH:18][c:17]([Cl:16])[cH:22][cH:21]1)=[O:31])=[O:30]. The reactants are CCNc1cc(-c2ccoc2)ccc1C, COC(=O)c1cc(Cl)ccc1NC(=O)COCC(=O)O.